From a dataset of the Open Reaction Database (ORD), a public repository of structured organic reaction records. describe an organic reaction: reactants, conditions, products, and yield Starting materials: O=Cc1cnn2ccc(Cl)nc12, [K+], [K+], O=C([O-])[O-], CN(C)C=O, O, Oc1cccc(Cl)c1. The product is O=Cc1cnn2ccc(Oc3cccc(Cl)c3)nc12. RXN SMILES: [Cl:1][c:2]1[n:3][c:4]2[n:5]([cH:6][cH:7]1)[n:8][cH:9][c:10]2[CH:11]=[O:12].[K+:21].[K+:22].[O-:23][C:24]([O-:25])=[O:26].[O:28]=[CH:29][N:30]([CH3:31])[CH3:32].[OH2:27].[OH:13][c:14]1[cH:15][cH:16][cH:17][c:18]([Cl:19])[cH:20]1>>[c:2]1([O:13][c:14]2[cH:15][cH:16][cH:17][c:18]([Cl:19])[cH:20]2)[n:3][c:4]2[n:5]([cH:6][cH:7]1)[n:8][cH:9][c:10]2[CH:11]=[O:12].